Dataset: the Open Reaction Database (ORD), a public repository of structured organic reaction records. Task: describe an organic reaction: reactants, conditions, products, and yield The reactants are CC1=C(C(=O)Cl)C(=CC=C1)C (2,6-dimethylbenzoyl chloride), C(C)NCC(C(F)(F)F)(O)CNC1=C2C=NN(C2=CC(=C1)C)C1=CC=C(C=C1)F (3-(ethylamino)-1,1,1-trifluoro-2-({[1-(4-fluorophenyl)-6-methyl-1H-indazol-4-yl]amino}methyl)-2-propanol). Product: C(C)N(C(C1=C(C=CC=C1C)C)=O)CC(C(F)(F)F)(O)CNC1=C2C=NN(C2=CC(=C1)C)C1=CC=C(C=C1)F (N-Ethyl-2,6-dimethyl-N-[3,3,3-trifluoro-2-({[1-(4-fluorophenyl)-6-methyl-1H-indazol-4-yl]amino}methyl)-2-hydroxypropyl]benzamide). Reaction SMILES: [CH3:1][C:2]1[CH:10]=[CH:9][CH:8]=[C:7]([CH3:11])[C:3]=1[C:4](Cl)=[O:5].[CH2:12]([NH:14][CH2:15][C:16]([CH2:22][NH:23][C:24]1[CH:32]=[C:31]([CH3:33])[CH:30]=[C:29]2[C:25]=1[CH:26]=[N:27][N:28]2[C:34]1[CH:39]=[CH:38][C:37]([F:40])=[CH:36][CH:35]=1)([OH:21])[C:17]([F:20])([F:19])[F:18])[CH3:13]>>[CH2:12]([N:14]([CH2:15][C:16]([CH2:22][NH:23][C:24]1[CH:32]=[C:31]([CH3:33])[CH:30]=[C:29]2[C:25]=1[CH:26]=[N:27][N:28]2[C:34]1[CH:35]=[CH:36][C:37]([F:40])=[CH:38][CH:39]=1)([OH:21])[C:17]([F:19])([F:20])[F:18])[C:4](=[O:5])[C:3]1[C:2]([CH3:1])=[CH:10][CH:9]=[CH:8][C:7]=1[CH3:11])[CH3:13]. Procedure: Prepared similarly to Example 48 from 2,6-dimethylbenzoyl chloride and 3-(ethylamino)-1,1,1-trifluoro-2-({[1-(4-fluorophenyl)-6-methyl-1H-indazol-4-yl]amino}methyl)-2-propanol. Starting materials: NC(CCCC(=O)OC)C1=C(C=CC=C1OC)OC (methyl 5-amino-5-(2,6-dimethoxyphenyl)pentanoate), C1(=CC=CC2=CC=CC=C12)C=O (1-naphthaldehyde). Product: COC1=C(C(=CC=C1)OC)C1CCCC(N1CC1=CC=CC2=CC=CC=C12)=O (6-(2,6-dimethoxyphenyl)-1-(naphthalen-1-ylmethyl)piperidin-2-one). As a reaction SMILES: [NH2:1][CH:2]([C:10]1[C:15]([O:16][CH3:17])=[CH:14][CH:13]=[CH:12][C:11]=1[O:18][CH3:19])[CH2:3][CH2:4][CH2:5][C:6]([O:8]C)=O.[C:20]1([CH:30]=O)[C:29]2[C:24](=[CH:25][CH:26]=[CH:27][CH:28]=2)[CH:23]=[CH:22][CH:21]=1>>[CH3:19][O:18][C:11]1[CH:12]=[CH:13][CH:14]=[C:15]([O:16][CH3:17])[C:10]=1[CH:2]1[N:1]([CH2:30][C:20]2[C:29]3[C:24](=[CH:25][CH:26]=[CH:27][CH:28]=3)[CH:23]=[CH:22][CH:21]=2)[C:6](=[O:8])[CH2:5][CH2:4][CH2:3]1. Procedure details: Prepared according to the described general procedure 1 (GP1) by reaction of methyl 5-amino-5-(2,6-dimethoxyphenyl)pentanoate with commercially available 1-naphthaldehyde. Subsequent purification by preparative HPLC afforded the target compound. LC-MS (conditions A): tR=0.90 min.; [M+H]+: 376.17 g/mol.